Dataset: the Open Reaction Database (ORD), a public repository of structured organic reaction records. Task: describe an organic reaction: reactants, conditions, products, and yield RXN SMILES: [CH3:17][N:18]([CH3:19])[CH:20]=[O:21].[CH3:3][S:4][c:5]1[nH:6][cH:7][cH:8][n:9]1.[Cl:10][CH2:11][C:12](=[O:13])[O:14][CH2:15][CH3:16].[H-:1].[Na+:2]>>[CH3:3][S:4][c:5]1[n:6]([CH2:11][C:12](=[O:13])[O:14][CH2:15][CH3:16])[cH:7][cH:8][n:9]1. Starting materials: CN(C)C=O, CSc1ncc[nH]1, CCOC(=O)CCl, [H-], [Na+]. Product: CCOC(=O)Cn1ccnc1SC.